From a dataset of the Open Reaction Database (ORD), a public repository of structured organic reaction records. describe an organic reaction: reactants, conditions, products, and yield As a reaction SMILES: [CH3:14][O-:15].[CH3:1][O:2][c:3]1[cH:4][c:5]([CH2:11][C:12]#[N:13])[cH:6][cH:7][c:8]1[O:9][CH3:10].[CH3:22][CH2:23][O:24][CH2:25][CH3:26].[CH:17](=[O:18])[O:19][CH2:20][CH3:21].[Na+:16]>>[CH3:1][O:2][c:3]1[cH:4][c:5]([CH:11]([C:12]#[N:13])[CH:17]=[O:18])[cH:6][cH:7][c:8]1[O:9][CH3:10]. Reactants: C[O-], COc1ccc(CC#N)cc1OC, CCOCC, CCOC=O, [Na+]. The product is COc1ccc(C(C#N)C=O)cc1OC. Starting materials: CC(C)(C)OC(=O)C(C)(C)Sc1nc(CCOc2ccc(-c3ccc(F)cc3)cc2)cs1, ClCCl, O=C(O)C(F)(F)F. The product is CC(C)(Sc1nc(CCOc2ccc(-c3ccc(F)cc3)cc2)cs1)C(=O)O. RXN SMILES: [C:1]([CH3:2])([CH3:3])([CH3:4])[O:5][C:6]([C:7]([CH3:8])([CH3:9])[S:10][c:11]1[s:12][cH:13][c:14]([CH2:16][CH2:17][O:18][c:19]2[cH:20][cH:21][c:22](-[c:25]3[cH:26][cH:27][c:28]([F:31])[cH:29][cH:30]3)[cH:23][cH:24]2)[n:15]1)=[O:32].[Cl:40][CH2:41][Cl:42].[OH:33][C:34]([C:35]([F:36])([F:37])[F:38])=[O:39]>>[O:5]=[C:6]([C:7]([CH3:8])([CH3:9])[S:10][c:11]1[s:12][cH:13][c:14]([CH2:16][CH2:17][O:18][c:19]2[cH:20][cH:21][c:22](-[c:25]3[cH:26][cH:27][c:28]([F:31])[cH:29][cH:30]3)[cH:23][cH:24]2)[n:15]1)[OH:32].